Task: describe an organic reaction: reactants, conditions, products, and yield. Dataset: the Open Reaction Database (ORD), a public repository of structured organic reaction records The reactants are C(C1=CC=CC=C1)O[C@H]1[C@H](OC)O[C@@H]([C@H]([C@@H]1OCC1=CC=CC=C1)OCC1=CC=CC=C1)COCCCCCNC(C(F)(F)F)=O (methyl 2,3,4-tri-O-benzyl-6-O-(N-trifluoroacetyl-5-aminopentyl)-β-D-glucopyranoside), C(C1=CC=CC=C1)O[C@H]1[C@H](OC)O[C@@H]([C@H]([C@@H]1OCC1=CC=CC=C1)OCC1=CC=CC=C1)COCCCCCNC(C(F)(F)F)=O (Methyl 2,3,4-tri-O-benzyl-6-O-(N-trifluoroacetyl-5-aminopentyl)-β-D-glucopyranoside), Cl (HCl). The solvent is C(C)O (ethanol). Product: NCCCCCOC[C@@H]1[C@H]([C@@H]([C@H]([C@H](OC)O1)OCC1=CC=CC=C1)OCC1=CC=CC=C1)OCC1=CC=CC=C1 (Methyl 6-O-(5-aminopentyl)-2,3,4-tri-O-benzyl-β-D-glucopyranoside). RXN SMILES: [CH2:1]([O:8][C@@H:9]1[C@@H:16]([O:17][CH2:18][C:19]2[CH:24]=[CH:23][CH:22]=[CH:21][CH:20]=2)[C@H:15]([O:25][CH2:26][C:27]2[CH:32]=[CH:31][CH:30]=[CH:29][CH:28]=2)[C@@H:14]([CH2:33][O:34][CH2:35][CH2:36][CH2:37][CH2:38][CH2:39][NH:40]C(=O)C(F)(F)F)[O:13][C@H:10]1[O:11][CH3:12])[C:2]1[CH:7]=[CH:6][CH:5]=[CH:4][CH:3]=1.Cl>C(O)C>[NH2:40][CH2:39][CH2:38][CH2:37][CH2:36][CH2:35][O:34][CH2:33][C@H:14]1[O:13][C@@H:10]([O:11][CH3:12])[C@H:9]([O:8][CH2:1][C:2]2[CH:7]=[CH:6][CH:5]=[CH:4][CH:3]=2)[C@@H:16]([O:17][CH2:18][C:19]2[CH:20]=[CH:21][CH:22]=[CH:23][CH:24]=2)[C@@H:15]1[O:25][CH2:26][C:27]1[CH:28]=[CH:29][CH:30]=[CH:31][CH:32]=1. Reported procedure: To a stirred solution of methyl 2,3,4-tri-O-benzyl-6-O-(N-trifluoroacetyl-5-aminopentyl)-β-D-glucopyranoside (799 mg, theoretically 1.71 mmol, structure (13) from Example 4) in 10 mL of ethanol at room temperature was added a solution of 5M (3 mL, 15 mmol). The solution was heated to reflux for 2 hours. The solvents were removed under reduced pressure. The reaction mixture was diluted with dichloromethane (70 mL) and washed with aqueous HCl (25 mL, 15 mmol). The water layer was re-extracted with... Reactants: [Al+3], CC(C)(Br)C(=O)Br, [Cl-], [Cl-], [Cl-], Fc1ccccc1, S=C=S. The product is CC(C)(Br)C(=O)c1ccc(F)cc1. Reaction SMILES: [Al+3:2].[Br:12][C:13]([C:14](=[O:15])[Br:16])([CH3:17])[CH3:18].[Cl-:1].[Cl-:3].[Cl-:4].[F:5][c:6]1[cH:7][cH:8][cH:9][cH:10][cH:11]1.[S:19]=[C:20]=[S:21]>>[F:5][c:6]1[cH:7][cH:8][c:9]([C:14]([C:13]([Br:12])([CH3:17])[CH3:18])=[O:15])[cH:10][cH:11]1. Starting materials: CC(=O)SC1CN(C2=[SH]CCN2)C1, CO, CO, C[O-], Cl, [Na+]. The product is SC1CN(C2=[SH]CCN2)C1. Reaction SMILES: [C:6](=[O:7])([CH3:8])[S:9][CH:10]1[CH2:11][N:12]([C:14]2=[SH:15][CH2:16][CH2:17][NH:18]2)[CH2:13]1.[CH3:1][OH:2].[CH3:20][OH:21].[CH3:3][O-:4].[ClH:19].[Na+:5]>>[SH:9][CH:10]1[CH2:11][N:12]([C:14]2=[SH:15][CH2:16][CH2:17][NH:18]2)[CH2:13]1. The reactants are ClC=1C=C(C=CC1CC(C)C)C(C)=O (3'-chloro-4'-isobutyl-acetophenone), C(C)O/C(=C/C(=O)OCC)/C (ethyl (E)-3-ethoxy-crotonate). Yields the product ClC=1C=C(C=CC1CC(C)C)/C(=C/C(C)=O)/C ((E)-4-(3-chloro-4-isobutyl-phenyl)-3-pentene-2-one). RXN SMILES: [Cl:1][C:2]1[CH:3]=[C:4]([C:12](=O)[CH3:13])[CH:5]=[CH:6][C:7]=1[CH2:8][CH:9]([CH3:11])[CH3:10].C([O:17]/[C:18](/[CH3:25])=[CH:19]/C(OCC)=O)C>>[Cl:1][C:2]1[CH:3]=[C:4](/[C:12](/[CH3:13])=[CH:19]/[C:18](=[O:17])[CH3:25])[CH:5]=[CH:6][C:7]=1[CH2:8][CH:9]([CH3:11])[CH3:10]. Yield: 61.0%. Procedure: (E)-4-(3-chloro-4-isobutyl-phenyl)-3-pentene-2-one was prepared analogous to Example 52 from 3'-chloro-4'-isobutyl-acetophenone (b.p. 89°-93°C at 0.2 mm Hg) and ethyl (E)-3-ethoxy-crotonate with a yield of 61% of theory (after chromatographic purification on silicagel using petroleum-ether/benzene in a volume ratio of 1:1 as eluant). Colorless oil. Starting materials: C1CCOC1, COc1ccc(B(O)O)cc1, O=S(=O)(OC1=CCC2(CC1)OCCO2)C(F)(F)F, [K+], [K+], O=C([O-])[O-]. Yields the product COc1ccc(C2=CCC3(CC2)OCCO3)cc1. As a reaction SMILES: [CH2:36]1[O:37][CH2:38][CH2:39][CH2:40]1.[CH3:1][O:2][c:3]1[cH:4][cH:5][c:6]([B:9]([OH:10])[OH:11])[cH:7][cH:8]1.[F:12][C:13]([F:14])([F:15])[S:16]([O:17][C:18]1=[CH:19][CH2:20][C:21]2([O:22][CH2:23][CH2:24][O:25]2)[CH2:26][CH2:27]1)(=[O:28])=[O:29].[K+:30].[K+:31].[O-:32][C:33]([O-:34])=[O:35]>>[CH3:1][O:2][c:3]1[cH:4][cH:5][c:6]([C:18]2=[CH:19][CH2:20][C:21]3([O:22][CH2:23][CH2:24][O:25]3)[CH2:26][CH2:27]2)[cH:7][cH:8]1. Starting materials: COS(=O)(=O)OC, [Na+], [OH-], O, CC(C)c1ccc2cc(O)ccc2c1. Yields the product COc1ccc2cc(C(C)C)ccc2c1. Reaction SMILES: [CH3:17][O:18][S:19]([O:20][CH3:21])(=[O:22])=[O:23].[Na+:16].[OH-:15].[OH2:24].[OH:1][c:2]1[cH:3][c:4]2[cH:5][cH:6][c:7]([CH:12]([CH3:13])[CH3:14])[cH:8][c:9]2[cH:10][cH:11]1>>[O:1]([c:2]1[cH:3][c:4]2[cH:5][cH:6][c:7]([CH:12]([CH3:13])[CH3:14])[cH:8][c:9]2[cH:10][cH:11]1)[CH3:17]. Reactants: [Ag+2], [Al], CCc1cc(Br)c(C)[nH]c1=O, O=C([O-])[O-], ClCCl, CI. Yields the product CCc1cc(Br)c(C)nc1OC. As a reaction SMILES: [Ag+2:22].[Al:17].[Br:1][c:2]1[cH:3][c:4]([CH2:10][CH3:11])[c:5](=[O:9])[nH:6][c:7]1[CH3:8].[C:18](=[O:19])([O-:20])[O-:21].[Cl:14][CH2:15][Cl:16].[I:12][CH3:13]>>[Br:1][c:2]1[cH:3][c:4]([CH2:10][CH3:11])[c:5]([O:9][CH3:15])[n:6][c:7]1[CH3:8]. RXN SMILES: [CH3:29][N:30]([CH3:31])[CH:32]=[O:33].[Cl:1][c:2]1[cH:3][cH:4][c:5]2[c:6]([cH:25]1)[C:7]([c:18]1[c:19]([Cl:24])[cH:20][cH:21][cH:22][cH:23]1)=[N:8][CH2:9][c:10]1[n:11]-2[c:12]([CH3:17])[n:13][c:14]1[CH2:15][Cl:16].[K:26][C:27]#[N:28]>>[Cl:1][c:2]1[cH:3][cH:4][c:5]2[c:6]([cH:25]1)[C:7]([c:18]1[c:19]([Cl:24])[cH:20][cH:21][cH:22][cH:23]1)=[N:8][CH2:9][c:10]1[n:11]-2[c:12]([CH3:17])[n:13][c:14]1[CH2:15][C:27]#[N:28]. The reactants are CN(C)C=O, Cc1nc(CCl)c2n1-c1ccc(Cl)cc1C(c1ccccc1Cl)=NC2, N#C[K]. Yields the product Cc1nc(CC#N)c2n1-c1ccc(Cl)cc1C(c1ccccc1Cl)=NC2.